From a dataset of the Open Reaction Database (ORD), a public repository of structured organic reaction records. describe an organic reaction: reactants, conditions, products, and yield Starting materials: FC1=CC2=C(C(=NO2)C2=CC=C(C=C2)OC[C@H]2OC2)C=C1 ((S)-6-fluoro-3-(4-oxiranylmethoxy-phenyl)-benzo[d]isoxazole), FC1=CC=C(OC2CCNCC2)C=C1 (4-(4-fluoro-phenoxy)-piperidine). The solvent is CN(C=O)C (dimethylformamide), C(C)O (ethanol). Yields the product FC1=CC2=C(C(=NO2)C2=CC=C(OC[C@H](CN3CCC(CC3)OC3=CC=C(C=C3)F)O)C=C2)C=C1 ((S)-1-[4-(6-fluoro-benzo[d]isoxazol-3-yl)-phenoxy]-3-[4-(4-fluoro-phenoxy)-piperidin-1-yl]-propan-2-ol). Reaction SMILES: [F:1][C:2]1[CH:21]=[CH:20][C:5]2[C:6]([C:9]3[CH:14]=[CH:13][C:12]([O:15][CH2:16][C@@H:17]4[CH2:19][O:18]4)=[CH:11][CH:10]=3)=[N:7][O:8][C:4]=2[CH:3]=1.[F:22][C:23]1[CH:35]=[CH:34][C:26]([O:27][CH:28]2[CH2:33][CH2:32][NH:31][CH2:30][CH2:29]2)=[CH:25][CH:24]=1>CN(C)C=O.C(O)C>[F:1][C:2]1[CH:21]=[CH:20][C:5]2[C:6]([C:9]3[CH:14]=[CH:13][C:12]([O:15][CH2:16][C@@H:17]([OH:18])[CH2:19][N:31]4[CH2:30][CH2:29][CH:28]([O:27][C:26]5[CH:34]=[CH:35][C:23]([F:22])=[CH:24][CH:25]=5)[CH2:33][CH2:32]4)=[CH:11][CH:10]=3)=[N:7][O:8][C:4]=2[CH:3]=1. Procedure details: The title compound is prepared from a mixture of (S)-6-fluoro-3-(4-oxiranylmethoxy-phenyl)-benzo[d]isoxazole in dimethylformamide and 4-(4-fluoro-phenoxy)-piperidine (Table No.1, SM 5) in ethanol essentially as described above in Example 21. Purity by LC/MS=88%, [M+H]+=481. Reactants: [Mg] (magnesium), BrC=1C=C(C=CC1)C1(CCC2=C1NC(=C2)C(=O)OC)O (methyl 6-(3-bromophenyl)-6-hydroxy-1,4,5,6-tetrahydrocyclopenta[b]pyrrole-2-carboxylate), BrC=1C=C(C=CC1)C1(CCC2=C1NC(=C2)C(=O)OC)O (Methyl 6-(3-bromophenyl)-6-hydroxy-1,4,5,6-tetrahydrocyclopenta[b]pyrrole-2-carboxylate), O=C1CCC2=C1NC(=C2)C(=O)OC (methyl 6-oxo-1,4,5,6-tetrahydrocyclopenta[b]pyrrole-2-carboxylate), BrC=1C=C(C=CC1)[Mg]Br ((3-bromophenyl)magnesium bromide), BrC1=CC(=CC=C1)Br (1,3-dibromobenzene), C1(CCCCC1)CC1CCC=2NC(=CC21)C(=O)O (4-(cyclohexylmethyl)-1,4,5,6-tetrahydrocyclopenta[b]pyrrole-2-carboxylic acid). Solvent: C1CCOC1 (THF), CO (carbinol), C1CCOC1 (THF). Run at time 30 minute. Yields the product BrC=1C=C(C=CC1)C1CCC2=C1NC(=C2)C(=O)OC (methyl 6-(3-bromophenyl)-1,4,5,6-tetrahydrocyclopenta[b]pyrrole-2-carboxylate), BrC=1C=C(C=CC1)[Mg]Br ((3-Bromophenyl)magnesium bromide). RXN SMILES: O=C1C2NC(C(OC)=O)=CC=2CC1.[Br:14][C:15]1[CH:16]=[C:17]([Mg:21][Br:22])[CH:18]=[CH:19][CH:20]=1.[Br:23][C:24]1[CH:25]=[C:26]([C:30]2(O)[C:34]3[NH:35][C:36]([C:38]([O:40][CH3:41])=[O:39])=[CH:37][C:33]=3[CH2:32][CH2:31]2)[CH:27]=[CH:28][CH:29]=1.[Mg].BrC1C=CC=C(Br)C=1.C1(CC2C3C=C(C(O)=O)NC=3CC2)CCCCC1>C1COCC1.CO>[Br:23][C:24]1[CH:25]=[C:26]([CH:30]2[C:34]3[NH:35][C:36]([C:38]([O:40][CH3:41])=[O:39])=[CH:37][C:33]=3[CH2:32][CH2:31]2)[CH:27]=[CH:28][CH:29]=1.[Br:14][C:15]1[CH:16]=[C:17]([Mg:21][Br:22])[CH:18]=[CH:19][CH:20]=1. Procedure details: The title compound was synthesized in two steps. First, methyl 6-oxo-1,4,5,6-tetrahydrocyclopenta[b]pyrrole-2-carboxylate (0.503 g, 2.81 mmol) and (3-bromophenyl)magnesium bromide (synthesized in situ) were reacted according to General Procedure 3 to give the carbinol-containing compound methyl 6-(3-bromophenyl)-6-hydroxy-1,4,5,6-tetrahydrocyclopenta[b]pyrrole-2-carboxylate. (Note: (3-Bromophenyl)magnesium bromide was synthesized as follows: Activated magnesium (0.308 g, 12.67 mmol) was placed i... Reactants: C(C)OC(CN(CCOC)C([C@@H](N(C(=O)OC(C)(C)C)[N+](=O)[O-])CCCNC(N)=N)=O)=O (nitro-N2 -(tert-butoxycarbonyl)-L-arginyl-N-(2-methoxyethyl)glycine ethyl ester), Cl.C(C)(=O)OCC (HCl ethyl acetate), C(C)OCC (ethyl ether). The solvent is C(C)(=O)OCC (ethyl acetate). Conditions: time 3 hour. Product: Cl.C(C)OC(CN(CCOC)C([C@@H](N[N+](=O)[O-])CCCNC(N)=N)=O)=O (nitro-L-arginyl-N-(2-methoxyethyl)glycine ethyl ester hydrochloride). RXN SMILES: [CH2:1]([O:3][C:4](=[O:32])[CH2:5][N:6]([C:11](=[O:31])[C@H:12]([CH2:24][CH2:25][CH2:26][NH:27][C:28](=[NH:30])[NH2:29])[N:13]([N+:21]([O-:23])=[O:22])C(OC(C)(C)C)=O)[CH2:7][CH2:8][O:9][CH3:10])[CH3:2].[ClH:33].C(OCC)(=O)C.C(OCC)C>C(OCC)(=O)C>[ClH:33].[CH2:1]([O:3][C:4](=[O:32])[CH2:5][N:6]([C:11](=[O:31])[C@H:12]([CH2:24][CH2:25][CH2:26][NH:27][C:28](=[NH:29])[NH2:30])[NH:13][N+:21]([O-:23])=[O:22])[CH2:7][CH2:8][O:9][CH3:10])[CH3:2] |f:1.2,5.6|. Reported procedure: To a stirred solution of 29.8 g of NG -nitro-N2 -(tert-butoxycarbonyl)-L-arginyl-N-(2-methoxyethyl)glycine ethyl ester in 50 ml of ethyl acetate was added 80 ml of 10% dry HCl-ethyl acetate at 0° C. After 3 hours, to this solution was added 200 ml of dry ethyl ether to precipitate a viscous oily product. This was filtered and washed with dry ethyl ether to give 24.1 g of NG -nitro-L-arginyl-N-(2-methoxyethyl)glycine ethyl ester hydrochloride as an amorphous solid. Reactants: O1C=CC2=C1C=CC(=C2)C(=O)NN (1-benzofuran-5-carbohydrazide), COC1=CC=C(C=C1)CCCC(=O)O (4-(4-methoxyphenyl)butyric acid). Yields the product O1C=CC2=C1C=CC(=C2)C=2OC(=NN2)CCCC2=CC=C(C=C2)OC (2-(1-benzofuran-5-yl)-5-[3-(4-methoxyphenyl)propyl]-1,3,4-oxadiazole). Isolated yield 15.0%. As a reaction SMILES: [O:1]1[C:5]2[CH:6]=[CH:7][C:8]([C:10]([NH:12][NH2:13])=[O:11])=[CH:9][C:4]=2[CH:3]=[CH:2]1.[CH3:14][O:15][C:16]1[CH:21]=[CH:20][C:19]([CH2:22][CH2:23][CH2:24][C:25](O)=O)=[CH:18][CH:17]=1>>[O:1]1[C:5]2[CH:6]=[CH:7][C:8]([C:10]3[O:11][C:25]([CH2:24][CH2:23][CH2:22][C:19]4[CH:18]=[CH:17][C:16]([O:15][CH3:14])=[CH:21][CH:20]=4)=[N:13][N:12]=3)=[CH:9][C:4]=2[CH:3]=[CH:2]1. Procedure details: In the same manner as in Example 14 and using 1-benzofuran-5-carbohydrazide instead of 1H-benzotriazole-5-carbohydrazide and 4-(4-methoxyphenyl)butyric acid instead of 3-(3-cyanophenyl)propionic acid, the title compound (yield 15%) was obtained as colorless crystals. The reactants are C(C1=CC=CC=C1)OC1=C(C=C(C=C1)[C@H](CBr)O[Si](C)(C)C(C)(C)C)CO ({2-(benzyloxy)-5-[(1R)-2-bromo-1-{[tert-butyl(dimethyl)silyl]oxy}ethyl]phenyl}methanol), C(O)([O-])=O.[Na+] (sodium hydrogen carbonate), C(C)(C)(C)OC(NCCC1=CC=C(C=C1)OCCC1=CC(=C(C=C1)OCC1=CC=CC=C1)[C@H](CCN(C(C)C)C(C)C)C1=CC=CC=C1)=O (tert-butyl{2-[4-(2-{4-(benzyloxy)-3-[(1R)-3-(diisopropylamino)-1-phenylpropyl]phenyl}ethoxy)phenyl]ethyl}carbamate), Cl (hydrochloric acid), solution. Run in O (water), C(C)(=O)OCC (ethyl acetate), O1CCOCC1 (1,4-dioxane). Reaction conditions: time 8 hour. The product is N (ammonia), C(C1=CC=CC=C1)OC1=C(C=C(C=C1)[C@H](CNCCC1=CC=C(C=C1)OCCC1=CC(=C(C=C1)OCC1=CC=CC=C1)[C@H](CCN(C(C)C)C(C)C)C1=CC=CC=C1)O[Si](C)(C)C(C)(C)C)CO ({2-(benzyloxy)-5-[(1R)-2-({2-[4-(2-{4-(benzyloxy)-3-[(1R)-3-(diisopropylamino)-1-phenylpropyl]phenyl}ethoxy)phenyl]ethyl}amino)-1-{[tert-butyl(dimethyl)silyl]oxy}ethyl]phenyl}methanol). Reaction SMILES: C(OC(=O)[NH:7][CH2:8][CH2:9][C:10]1[CH:15]=[CH:14][C:13]([O:16][CH2:17][CH2:18][C:19]2[CH:24]=[CH:23][C:22]([O:25][CH2:26][C:27]3[CH:32]=[CH:31][CH:30]=[CH:29][CH:28]=3)=[C:21]([C@@H:33]([C:43]3[CH:48]=[CH:47][CH:46]=[CH:45][CH:44]=3)[CH2:34][CH2:35][N:36]([CH:40]([CH3:42])[CH3:41])[CH:37]([CH3:39])[CH3:38])[CH:20]=2)=[CH:12][CH:11]=1)(C)(C)C.Cl.[CH2:51]([O:58][C:59]1[CH:64]=[CH:63][C:62]([C@@H:65]([O:68][Si:69]([C:72]([CH3:75])([CH3:74])[CH3:73])([CH3:71])[CH3:70])[CH2:66]Br)=[CH:61][C:60]=1[CH2:76][OH:77])[C:52]1[CH:57]=[CH:56][CH:55]=[CH:54][CH:53]=1.C(=O)([O-])O.[Na+]>O1CCOCC1.O.C(OCC)(=O)C>[NH3:7].[CH2:51]([O:58][C:59]1[CH:64]=[CH:63][C:62]([C@@H:65]([O:68][Si:69]([C:72]([CH3:75])([CH3:74])[CH3:73])([CH3:71])[CH3:70])[CH2:66][NH:7][CH2:8][CH2:9][C:10]2[CH:11]=[CH:12][C:13]([O:16][CH2:17][CH2:18][C:19]3[CH:24]=[CH:23][C:22]([O:25][CH2:26][C:27]4[CH:28]=[CH:29][CH:30]=[CH:31][CH:32]=4)=[C:21]([C@@H:33]([C:43]4[CH:44]=[CH:45][CH:46]=[CH:47][CH:48]=4)[CH2:34][CH2:35][N:36]([CH:37]([CH3:39])[CH3:38])[CH:40]([CH3:42])[CH3:41])[CH:20]=3)=[CH:14][CH:15]=2)=[CH:61][C:60]=1[CH2:76][OH:77])[C:52]1[CH:57]=[CH:56][CH:55]=[CH:54][CH:53]=1 |f:3.4|. Reported procedure: tert-butyl{2-[4-(2-{4-(benzyloxy)-3-[(1R)-3-(diisopropylamino)-1-phenylpropyl]phenyl}ethoxy)phenyl]ethyl}carbamate (Preparation 41, 830 mg, 1.25 mmol) was treated with hydrochloric acid (8 ml of a 4M solution in 1,4-dioxane) and stirred at room temperature overnight, and the solvent was removed in vacuo. The residue was dissolved in acteonitrile (8 ml) and {2-(benzyloxy)-5-[(1R)-2-bromo-1-{[tert-butyl(dimethyl)silyl]oxy}ethyl]phenyl}methanol (Sali patent, 560 mg, 1.24 mmol) and sodium hydrogen c... Run in CO (methanol). Starting materials: C(C)(=O)O (acetic acid), C(C)OC1(CC1)O[Si](C)(C)C ([(1-ethoxy-1-cyclopropyl)oxy]-trimethylsilane), [Na] (sodium), Cl.ClC1=C(C=CC(=C1)Cl)C1=CC=2N(C(N1)=O)N=C(N2)C2CCNCC2 (7-(2,4-dichlorophenyl)-2-(piperidin-4-yl)[1,2,4]triazolo[1,5-c]pyrimidin-5(6H)-one hydrochloride). Reported procedure: 1.00 g (2.50 mmol) of 7-(2,4-dichlorophenyl)-2-(piperidin-4-yl)[1,2,4]triazolo[1,5-c]pyrimidin-5(6H)-one hydrochloride and 3 Å molecular sieve (1 g) were initially charged in 15 ml of dry methanol and acetic acid (1.43 ml, 25 mmol) of 3.01 ml (2.61 g, 15 mmol) of [(1-ethoxy-1-cyclopropyl)oxy]-trimethylsilane and 690 mg (11 mmol) of sodium cyanoborhydride were then added. The mixture was stirred at reflux overnight. The mixture was cooled to RT and the reaction mixture was filtered. 50 ml of dich... Yields the product C1(CC1)N1CCC(CC1)C1=NN2C(NC(=CC2=N1)C1=C(C=C(C=C1)Cl)Cl)=O (2-(1-Cyclopropylpiperidin-4-yl)-7-(2,4-dichlorophenyl)[1,2,4]triazolo[1,5-c]pyrimidin-5(6H)-one). Reaction SMILES: Cl.[Cl:2][C:3]1[CH:8]=[C:7]([Cl:9])[CH:6]=[CH:5][C:4]=1[C:10]1[NH:15][C:14](=[O:16])[N:13]2[N:17]=[C:18]([CH:20]3[CH2:25][CH2:24][NH:23][CH2:22][CH2:21]3)[N:19]=[C:12]2[CH:11]=1.C(O)(=O)C.C(O[C:33]1(O[Si](C)(C)C)[CH2:35][CH2:34]1)C.[Na]>CO>[CH:33]1([N:23]2[CH2:24][CH2:25][CH:20]([C:18]3[N:19]=[C:12]4[N:13]([C:14](=[O:16])[NH:15][C:10]([C:4]5[CH:5]=[CH:6][C:7]([Cl:9])=[CH:8][C:3]=5[Cl:2])=[CH:11]4)[N:17]=3)[CH2:21][CH2:22]2)[CH2:35][CH2:34]1 |f:0.1,^1:40|.